describe an organic reaction: reactants, conditions, products, and yield From a dataset of the Open Reaction Database (ORD), a public repository of structured organic reaction records. Starting materials: Cc1c(C(O[SiH](c2ccccc2)c2ccccc2)C(C)(C)C)ncn1COCC[Si](C)(C)C, [Li]CCCC, C1CCOC1, CON(C)C(C)=O, [Cl-], [NH4+]. Product: CC(=O)c1nc(C(O[SiH](c2ccccc2)c2ccccc2)C(C)(C)C)c(C)n1COCC[Si](C)(C)C. RXN SMILES: [C:1]([CH3:2])([CH3:3])([CH3:4])[CH:5]([c:6]1[n:7][cH:8][n:9]([CH2:12][O:13][CH2:14][CH2:15][Si:16]([CH3:17])([CH3:18])[CH3:19])[c:10]1[CH3:11])[O:20][SiH:21]([c:22]1[cH:23][cH:24][cH:25][cH:26][cH:27]1)[c:28]1[cH:29][cH:30][cH:31][cH:32][cH:33]1.[CH2:34]([Li:35])[CH2:36][CH2:37][CH3:38].[CH2:48]1[O:49][CH2:50][CH2:51][CH2:52]1.[CH3:39][O:40][N:41]([C:42]([CH3:43])=[O:44])[CH3:45].[Cl-:46].[NH4+:47]>>[C:1]([CH3:2])([CH3:3])([CH3:4])[CH:5]([c:6]1[n:7][c:8]([C:42]([CH3:43])=[O:44])[n:9]([CH2:12][O:13][CH2:14][CH2:15][Si:16]([CH3:17])([CH3:18])[CH3:19])[c:10]1[CH3:11])[O:20][SiH:21]([c:22]1[cH:23][cH:24][cH:25][cH:26][cH:27]1)[c:28]1[cH:29][cH:30][cH:31][cH:32][cH:33]1. Starting materials: [Al+3], O=C(Cl)c1cc(Br)ccc1Cl, CCOc1ccccc1F, [Cl-], [Cl-], [Cl-], ClCCl. RXN SMILES: [Al+3:25].[Br:1][c:2]1[cH:3][cH:4][c:5]([Cl:11])[c:6]([C:7](=[O:8])[Cl:9])[cH:10]1.[CH2:12]([CH3:13])[O:14][c:15]1[c:16]([F:21])[cH:17][cH:18][cH:19][cH:20]1.[Cl-:22].[Cl-:23].[Cl-:24].[Cl:26][CH2:27][Cl:28]>>[Br:1][c:2]1[cH:3][cH:4][c:5]([Cl:11])[c:6]([C:7](=[O:8])[c:18]2[cH:17][c:16]([F:21])[c:15]([O:14][CH2:12][CH3:13])[cH:20][cH:19]2)[cH:10]1. Product: CCOc1ccc(C(=O)c2cc(Br)ccc2Cl)cc1F.